Dataset: the Open Reaction Database (ORD), a public repository of structured organic reaction records. Task: describe an organic reaction: reactants, conditions, products, and yield The reactants are BrCC1CCCCO1, CCOC(C)=O, CC#N, Cc1[nH]c(-c2ccc(OC(F)(F)F)cc2)nc1C(=O)NN1CCCCC1, O. The product is Cc1c(C(=O)NN2CCCCC2)nc(-c2ccc(OC(F)(F)F)cc2)n1CC1CCCCO1. Reaction SMILES: [Br:27][CH2:28][CH:29]1[O:30][CH2:31][CH2:32][CH2:33][CH2:34]1.[CH2:39]([O:40][C:41](=[O:42])[CH3:43])[CH3:44].[CH3:35][C:36]#[N:37].[N:1]1([NH:7][C:8](=[O:9])[c:10]2[n:11][c:12](-[c:16]3[cH:17][cH:18][c:19]([O:22][C:23]([F:24])([F:25])[F:26])[cH:20][cH:21]3)[nH:13][c:14]2[CH3:15])[CH2:2][CH2:3][CH2:4][CH2:5][CH2:6]1.[OH2:38]>>[N:1]1([NH:7][C:8](=[O:9])[c:10]2[n:11][c:12](-[c:16]3[cH:17][cH:18][c:19]([O:22][C:23]([F:24])([F:25])[F:26])[cH:20][cH:21]3)[n:13]([CH2:28][CH:29]3[O:30][CH2:31][CH2:32][CH2:33][CH2:34]3)[c:14]2[CH3:15])[CH2:2][CH2:3][CH2:4][CH2:5][CH2:6]1. The reactants are BrC1=C(OC2=NC(=CC(=N2)C)C)C=CC=C1 (2-(2-bromophenoxy)-4,6-dimethylpyrimidine), FC1=C(C=CC(=C1)B1OC(C(O1)(C)C)(C)C)C=1C=NC(=NC1)N (5-(2-fluoro-4-(4,4,5,5-tetramethyl-1,3,2-dioxaborolan-2-yl)phenyl)pyrimidin-2-amine). The product is CC1=NC(=NC(=C1)C)OC1=C(C=CC=C1)C1=CC(=C(C=C1)C=1C=NC(=NC1)N)F (5-{2′-[(4,6-Dimethylpyrimidin-2-yl)oxy]-3-fluorobiphenyl-4-yl}pyrimidin-2-amine). As a reaction SMILES: Br[C:2]1[CH:16]=[CH:15][CH:14]=[CH:13][C:3]=1[O:4][C:5]1[N:10]=[C:9]([CH3:11])[CH:8]=[C:7]([CH3:12])[N:6]=1.[F:17][C:18]1[CH:23]=[C:22](B2OC(C)(C)C(C)(C)O2)[CH:21]=[CH:20][C:19]=1[C:33]1[CH:34]=[N:35][C:36]([NH2:39])=[N:37][CH:38]=1>>[CH3:12][C:7]1[CH:8]=[C:9]([CH3:11])[N:10]=[C:5]([O:4][C:3]2[CH:13]=[CH:14][CH:15]=[CH:16][C:2]=2[C:22]2[CH:21]=[CH:20][C:19]([C:33]3[CH:38]=[N:37][C:36]([NH2:39])=[N:35][CH:34]=3)=[C:18]([F:17])[CH:23]=2)[N:6]=1. Reported procedure: The title compound was prepared in a manner similar to that described in Example 88 using 2-(2-bromophenoxy)-4,6-dimethylpyrimidine and 5-(2-fluoro-4-(4,4,5,5-tetramethyl-1,3,2-dioxaborolan-2-yl)phenyl)pyrimidin-2-amine. MS (ESI): mass calcd. for C22H18FN5O, 387.15; m/z found, 388.1 [M+H]+. 1H NMR (400 MHz, DMSO-d6) δ 8.40 (s, 2H), 7.52-7.46 (m, 2H), 7.44-7.39 (m, 1H), 7.35-7.25 (m, 3H), 7.18 (d, J=8.0, 1H), 6.90 (s, 1H), 6.85 (s, 2H), 2.24 (s, 6H). Starting materials: C(CCC)C1=CC(=NO1)NC(P(OCC)(OCC)=O)P(OCC)(OCC)=O (tetraethyl [(5-n-butyl-3-isoxazolyl)amino]methylene-bis(phosphonate)). Solvent: Cl (hydrochloric acid). The product is C(CCC)C1=CC(=NO1)NC(P(O)(O)=O)P(O)(O)=O ([(5-n-butyl-3-isoxazolyl)amino]methylene-bis(phosphonic acid)). Isolated yield 70.7%. RXN SMILES: [CH2:1]([C:5]1[O:9][N:8]=[C:7]([NH:10][CH:11]([P:20](=[O:27])([O:24]CC)[O:21]CC)[P:12](=[O:19])([O:16]CC)[O:13]CC)[CH:6]=1)[CH2:2][CH2:3][CH3:4]>Cl>[CH2:1]([C:5]1[O:9][N:8]=[C:7]([NH:10][CH:11]([P:20](=[O:21])([OH:27])[OH:24])[P:12](=[O:13])([OH:16])[OH:19])[CH:6]=1)[CH2:2][CH2:3][CH3:4]. Procedure details: A solution of 4.8 g of tetraethyl [(5-n-butyl-3-isoxazolyl)amino]methylene-bis(phosphonate) in 50 ml of concentrated hydrochloric acid was heated under reflux for 3 hours. After the reaction mixture was concentrated, the solid obtained was washed with acetonitrile to give 2.5 g of [(5-n-butyl-3-isoxazolyl)amino]methylene-bis(phosphonic acid) as a solid. Reactants: ClC=1C=C(C=C(C1)Cl)OC (3,5-dichloroanisole), saturated aqueous solution, [Cl-].[NH4+] (ammonium chloride), O1CCCC1 (tetrahydrofuran), solution, C1(=CC=CC=C1)[Mg]Br (phenylmagnesium bromide), C(C)OCC (diethylether). Reagents/catalysts: Cl[Ni]([P](C1=CC=CC=C1)(C2=CC=CC=C2)C3=CC=CC=C3)([P](C4=CC=CC=C4)(C5=CC=CC=C5)C6=CC=CC=C6)Cl (bis(triphenylphosphine)nickel(II) chloride). Yields the product C1(=CC=CC=C1)C=1C=C(C=C(C1)C1=CC=CC=C1)OC (3,5-diphenyl-anisole). RXN SMILES: O1[CH2:5][CH2:4][CH2:3][CH2:2]1.[C:6]1([Mg]Br)[CH:11]=[CH:10][CH:9]=[CH:8][CH:7]=1.Cl[C:15]1[CH:16]=[C:17]([O:22][CH3:23])[CH:18]=[C:19](Cl)[CH:20]=1.[Cl-].[NH4+].[CH2:26](OCC)[CH3:27]>Cl[Ni](Cl)([P](C1C=CC=CC=1)(C1C=CC=CC=1)C1C=CC=CC=1)[P](C1C=CC=CC=1)(C1C=CC=CC=1)C1C=CC=CC=1>[C:6]1([C:15]2[CH:16]=[C:17]([O:22][CH3:23])[CH:18]=[C:19]([C:2]3[CH:27]=[CH:26][CH:5]=[CH:4][CH:3]=3)[CH:20]=2)[CH:11]=[CH:10][CH:9]=[CH:8][CH:7]=1 |f:3.4,^1:33,52|. Procedure: To a mixture of 150 cc of tetrahydrofuran and 34 cc of a 3M solution of phenylmagnesium bromide in diethylether at 40° C. under an argon atmosphere, are added 15 g of 3,5-dichloroanisole and 5.5 g of bis(triphenylphosphine)nickel(II) chloride. The resultant black mixture is heated for 6 hours to 65° C. and then poured into 400 cc of a saturated aqueous solution of ammonium chloride. After extraction with ethyl acetate (3×150 cc), the combined organic extracts are washed with water, dried (MgSO4)... Starting materials: ClC1=NC=C(C(=O)OC)C=C1 (methyl 6-chloronicotinate), CN1CCNCC1 (1-methylpiperazine), C(C)(C)NC(C)C (diisopropylamine), [Na+].[I-] (NaI). Run in CN(C)C=O (DMF), O (water). Reaction conditions: time 4 hour. The product is CN1CCN(CC1)C1=NC=C(C(=O)OC)C=C1 (methyl 6-(4-methyl-1-piperazinyl)nicotinate). The yield is 76.3%. RXN SMILES: Cl[C:2]1[CH:11]=[CH:10][C:5]([C:6]([O:8][CH3:9])=[O:7])=[CH:4][N:3]=1.[CH3:12][N:13]1[CH2:18][CH2:17][NH:16][CH2:15][CH2:14]1.C(NC(C)C)(C)C.[Na+].[I-]>CN(C=O)C.O>[CH3:12][N:13]1[CH2:18][CH2:17][N:16]([C:2]2[CH:11]=[CH:10][C:5]([C:6]([O:8][CH3:9])=[O:7])=[CH:4][N:3]=2)[CH2:15][CH2:14]1 |f:3.4|. Procedure details: To a solution of 5.15 g of methyl 6-chloronicotinate, 3.15 g of 1-methylpiperazine and 3.18 g of diisopropylamine in 50 ml of DMF was added a catalytic amount of NaI. The mixture was heated to 120°-130° C. and stirred for 4 hours. The resulting mixture was poured into 250 ml of water followed by extraction with ethyl acetate. The extract was washed twice with water, and once with a saturated aqueous sodium chloride solution, then dried over anhydrous magnesium sulfate and concentrated. Purificat... Starting materials: C[C@@H]1CC([C@H](C\C=C/CCCC(=O)O)[C@H]1\C=C\C(CCC#CC)(OC1OCCCC1)C)=O ((5Z,13E)-(11R,15RS)-11,15-dimethyl-9-oxo-15-(tetrahydropyran-2-yloxy)-5,13-prostadien-18-ynoic acid). Solvent: C(C)(=O)O.O.C1CCOC1 (acetic acid water THF). Conditions: time 16 hour. The product is C[C@@H]1CC([C@H](C\C=C/CCCC(=O)O)[C@H]1\C=C\C(CCC#CC)(O)C)=O ((5Z,13E)-(11R,15RS)-11,15-Dimethyl-15-hydroxy-9-oxo-5,13-prostadien-18-ynoic Acid). RXN SMILES: [CH3:1][C@H:2]1[C@H:15](/[CH:16]=[CH:17]/[C:18]([CH3:31])([O:24]C2CCCCO2)[CH2:19][CH2:20][C:21]#[C:22][CH3:23])[C@@H:5]([CH2:6]/[CH:7]=[CH:8]\[CH2:9][CH2:10][CH2:11][C:12]([OH:14])=[O:13])[C:4](=[O:32])[CH2:3]1>C(O)(=O)C.O.C1COCC1>[CH3:1][C@H:2]1[C@H:15](/[CH:16]=[CH:17]/[C:18]([CH3:31])([OH:24])[CH2:19][CH2:20][C:21]#[C:22][CH3:23])[C@@H:5]([CH2:6]/[CH:7]=[CH:8]\[CH2:9][CH2:10][CH2:11][C:12]([OH:14])=[O:13])[C:4](=[O:32])[CH2:3]1 |f:1.2.3|. Procedure details: A solution of 450 mg. of (5Z,13E)-(11R,15RS)-11,15-dimethyl-9-oxo-15-(tetrahydropyran-2-yloxy)-5,13-prostadien-18-ynoic acid in 15 ml. of a mixture of glacial acetic acid/water/THF (65/35/10) is agitated for 16 hours at 25°. After evaporating the solvent under vacuum, the remainder is purified by chromatography on silica gel. By elution with methylene chloride containing 1-5% methanol, 305 mg. of the title compound is isolated in the form of an oil. Yields the product CN(C)C1CN(C(=O)OC(C)(C)C)CC1O. The reactants are CNC1CN(C(=O)OC(C)(C)C)CC1O, CO, [Na+], [OH-]. As a reaction SMILES: [C:1]([CH3:2])([CH3:3])([CH3:4])[O:5][C:6](=[O:7])[N:8]1[CH2:9][CH:10]([OH:15])[CH:11]([NH:13][CH3:14])[CH2:12]1.[CH3:18][OH:19].[Na+:17].[OH-:16]>>[C:1]([CH3:2])([CH3:3])([CH3:4])[O:5][C:6](=[O:7])[N:8]1[CH2:9][CH:10]([OH:15])[CH:11]([N:13]([CH3:14])[CH3:18])[CH2:12]1. Starting materials: ClCC(=O)OC1=CC(=C(C(=O)Cl)C=C1OC(CCl)=O)C (4,5-bis(chloroacetoxy)-2-methylbenzoyl chloride), ice, C1(=CC=CC=C1)C(C1=CC=CC=C1)OC(=O)C=1N2C([C@H]([C@H]2SCC1CSC1=NN2C(=NC(=CC2=O)C)S1)NC(\C(=N/O)\C=1N=C(SC1N)C(C1=CC=CC=C1)(C1=CC=CC=C1)C1=CC=CC=C1)=O)=O ((6R,7R)-7-[2-(2-triphenylmethyl-amino-4-thiazolyl)-2-(Z-hydroxyimino)acetamido]-3-[(7-methyl-5-oxo-5H-1,3,4-thiadiazolo[3,2-a]-pyrimidin-2-yl)thiomethyl]-8-oxo-5-thia-1-azabicyclo [4.2.0]oct-2-ene-2-carboxylic acid diphenylmethyl ester), C([O-])([O-])=O.[K+].[K+] (potassium carbonate). The solvent is ClCCl (dichloromethane), ClCCl (dichloromethane). Run at time 1 hour. Yields the product C1(=CC=CC=C1)C(C1=CC=CC=C1)OC(=O)C=1N2C([C@H]([C@H]2SCC1CSC1=NN2C(=NC(=CC2=O)C)S1)NC(\C(=N/OC(C1=C(C=C(C(=C1)OC(CCl)=O)OC(CCl)=O)C)=O)\C=1N=C(SC1N)C(C1=CC=CC=C1)(C1=CC=CC=C1)C1=CC=CC=C1)=O)=O ((6R,7R)-7-[2-(2-triphenylmethyl-amino-4-thiazolyl)-2-[Z-[4,5-bis(chloroacetoxy)-2-methylbenzoyl]oxyimino]acetamido]-3-[(7-methyl- 5-oxo-5H-1,3,4-thiadiazolo[3,2-a]pyrimidin-2-yl)thiomethyl]-8-oxo-5-thia-1-azabicyclo[4.2.0]-oct-2-ene-2-carboxylic acid diphenylmethyl ester). Isolated yield 60.0%. Reaction SMILES: [C:1]1([CH:7]([O:14][C:15]([C:17]2[N:18]3[C@H:21]([S:22][CH2:23][C:24]=2[CH2:25][S:26][C:27]2[S:37][C:30]4=[N:31][C:32]([CH3:36])=[CH:33][C:34](=[O:35])[N:29]4[N:28]=2)[C@H:20]([NH:38][C:39](=[O:68])/[C:40](/[C:43]2[N:44]=[C:45]([C:49]([C:62]4[CH:67]=[CH:66][CH:65]=[CH:64][CH:63]=4)([C:56]4[CH:61]=[CH:60][CH:59]=[CH:58][CH:57]=4)[C:50]4[CH:55]=[CH:54][CH:53]=[CH:52][CH:51]=4)[S:46][C:47]=2[NH2:48])=[N:41]\[OH:42])[C:19]3=[O:69])=[O:16])[C:8]2[CH:13]=[CH:12][CH:11]=[CH:10][CH:9]=2)[CH:6]=[CH:5][CH:4]=[CH:3][CH:2]=1.C(=O)([O-])[O-].[K+].[K+].[Cl:76][CH2:77][C:78]([O:80][C:81]1[C:89]([O:90][C:91](=[O:94])[CH2:92][Cl:93])=[CH:88][C:84]([C:85](Cl)=[O:86])=[C:83]([CH3:95])[CH:82]=1)=[O:79]>ClCCl>[C:1]1([CH:7]([O:14][C:15]([C:17]2[N:18]3[C@H:21]([S:22][CH2:23][C:24]=2[CH2:25][S:26][C:27]2[S:37][C:30]4=[N:31][C:32]([CH3:36])=[CH:33][C:34](=[O:35])[N:29]4[N:28]=2)[C@H:20]([NH:38][C:39](=[O:68])/[C:40](/[C:43]2[N:44]=[C:45]([C:49]([C:56]4[CH:57]=[CH:58][CH:59]=[CH:60][CH:61]=4)([C:50]4[CH:51]=[CH:52][CH:53]=[CH:54][CH:55]=4)[C:62]4[CH:63]=[CH:64][CH:65]=[CH:66][CH:67]=4)[S:46][C:47]=2[NH2:48])=[N:41]\[O:42][C:85](=[O:86])[C:84]2[CH:88]=[C:89]([O:90][C:91](=[O:94])[CH2:92][Cl:93])[C:81]([O:80][C:78](=[O:79])[CH2:77][Cl:76])=[CH:82][C:83]=2[CH3:95])[C:19]3=[O:69])=[O:16])[C:8]2[CH:9]=[CH:10][CH:11]=[CH:12][CH:13]=2)[CH:2]=[CH:3][CH:4]=[CH:5][CH:6]=1 |f:1.2.3|. Procedure: To an ice-cooled solution of the product obtained in Step 4 (0.6 g) in dry dichloromethane (15 ml) was added potassium carbonate (0.1 g) at once, followed by dropwise addition of a solution of 4,5-bis(chloroacetoxy)-2-methylbenzoyl chloride (0.25 g) in dry dichloromethane (10 ml). The mixture was stirred under ice cooling for one hour and then at room temperature for an additional two hours. After filtering off the insoluble matters, the filtrate was washed with water and with brine, and dried o... Starting materials: O=C([O-])[O-], CN(C)C=O, O=[N+]([O-])c1ccccc1F, [K+], [K+], O, Oc1ccc(Cl)cc1. Product: O=[N+]([O-])c1ccccc1Oc1ccc(Cl)cc1. As a reaction SMILES: [C:19](=[O:20])([O-:21])[O-:22].[CH3:26][N:27]([CH3:28])[CH:29]=[O:30].[F:1][c:2]1[c:3]([N+:8](=[O:9])[O-:10])[cH:4][cH:5][cH:6][cH:7]1.[K+:23].[K+:24].[OH2:25].[OH:11][c:12]1[cH:13][cH:14][c:15]([Cl:16])[cH:17][cH:18]1>>[c:2]1([O:11][c:12]2[cH:13][cH:14][c:15]([Cl:16])[cH:17][cH:18]2)[c:3]([N+:8](=[O:9])[O-:10])[cH:4][cH:5][cH:6][cH:7]1. Starting materials: CC1(C(=O)c2c[nH]c3ncc(Br)nc23)CCCCC1, CCN(CC)c1ccc(B(O)O)cc1. Yields the product CCN(CC)c1ccc(-c2cnc3[nH]cc(C(=O)C4(C)CCCCC4)c3n2)cc1. RXN SMILES: [Br:1][c:2]1[n:3][c:4]2[c:5]([n:6][cH:7]1)[nH:8][cH:9][c:10]2[C:11](=[O:12])[C:13]1([CH3:19])[CH2:14][CH2:15][CH2:16][CH2:17][CH2:18]1.[CH2:20]([CH3:21])[N:22]([c:23]1[cH:24][cH:25][c:26]([B:29]([OH:30])[OH:31])[cH:27][cH:28]1)[CH2:32][CH3:33]>>[c:2]1(-[c:26]2[cH:25][cH:24][c:23]([N:22]([CH2:20][CH3:21])[CH2:32][CH3:33])[cH:28][cH:27]2)[n:3][c:4]2[c:5]([n:6][cH:7]1)[nH:8][cH:9][c:10]2[C:11](=[O:12])[C:13]1([CH3:19])[CH2:14][CH2:15][CH2:16][CH2:17][CH2:18]1.